From a dataset of the Open Reaction Database (ORD), a public repository of structured organic reaction records. describe an organic reaction: reactants, conditions, products, and yield The solvent is C(C)O (ethanol). The product is NCCCC1CCC(CC1)CC(=O)OCC (ethyl 4-(3-aminopropyl)-cyclohexyl-acetate). The reactants are Cl.NCCCC1=CC=C(C=C1)CC(=O)OCC (ethyl 4-(3-aminopropyl)-phenylacetate hydrochloride). The reagents and catalysts are [Rh] (rhodium). Yield: 90.0%. Procedure: by hydrogenation of ethyl 4-(3-aminopropyl)-phenylacetate hydrochloride in the presence of rhodium in ethanol. Yield 90% of theory; m.p. 99°-103° C. As a reaction SMILES: Cl.[NH2:2][CH2:3][CH2:4][CH2:5][C:6]1[CH:11]=[CH:10][C:9]([CH2:12][C:13]([O:15][CH2:16][CH3:17])=[O:14])=[CH:8][CH:7]=1>C(O)C.[Rh]>[NH2:2][CH2:3][CH2:4][CH2:5][CH:6]1[CH2:11][CH2:10][CH:9]([CH2:12][C:13]([O:15][CH2:16][CH3:17])=[O:14])[CH2:8][CH2:7]1 |f:0.1|. Starting materials: ClC1=C(C(=C(C=C1OC)OC)Cl)C1=C2C=CC=NC2=C(C=C1)C(=O)O (5-(2,6-dichloro-3,5-dimethoxy-phenyl)-quinoline-8-carboxylic acid), COC1=CC=C(CN2CCN(CC2)CC=2C=CC(=NC2)N)C=C1 (5-[4-(4-methoxy-benzyl)-piperazin-1-ylmethyl]-pyridin-2-ylamine). Run in C(Cl)Cl.CO (DCM MeOH). Run at time 20 hour. Yields the product COC1=CC=C(CN2CCN(CC2)CC=2C=CC(=NC2)NC(=O)C=2C=CC(=C3C=CC=NC23)C2=C(C(=CC(=C2Cl)OC)OC)Cl)C=C1 (5-(2,6-Dichloro-3,5-dimethoxy-phenyl)-quinoline-8-carboxylic acid {5-[4-(4-methoxy-benzyl)-piperazin-1-ylmethyl]-pyridin-2-yl}-amide). As a reaction SMILES: [Cl:1][C:2]1[C:7]([O:8][CH3:9])=[CH:6][C:5]([O:10][CH3:11])=[C:4]([Cl:12])[C:3]=1[C:13]1[CH:22]=[CH:21][C:20]([C:23]([OH:25])=O)=[C:19]2[C:14]=1[CH:15]=[CH:16][CH:17]=[N:18]2.[CH3:26][O:27][C:28]1[CH:48]=[CH:47][C:31]([CH2:32][N:33]2[CH2:38][CH2:37][N:36]([CH2:39][C:40]3[CH:41]=[CH:42][C:43]([NH2:46])=[N:44][CH:45]=3)[CH2:35][CH2:34]2)=[CH:30][CH:29]=1>C(Cl)Cl.CO>[CH3:26][O:27][C:28]1[CH:29]=[CH:30][C:31]([CH2:32][N:33]2[CH2:38][CH2:37][N:36]([CH2:39][C:40]3[CH:41]=[CH:42][C:43]([NH:46][C:23]([C:20]4[CH:21]=[CH:22][C:13]([C:3]5[C:4]([Cl:12])=[C:5]([O:10][CH3:11])[CH:6]=[C:7]([O:8][CH3:9])[C:2]=5[Cl:1])=[C:14]5[C:19]=4[N:18]=[CH:17][CH:16]=[CH:15]5)=[O:25])=[N:44][CH:45]=3)[CH2:35][CH2:34]2)=[CH:47][CH:48]=1 |f:2.3|. Procedure details: The title compound was prepared in analogy to the procedure described in Step 14.1 but using 5-(2,6-dichloro-3,5-dimethoxy-phenyl)-quinoline-8-carboxylic acid (Step 159.1), 5-[4-(4-methoxy-benzyl)-piperazin-1-ylmethyl]-pyridin-2-ylamine (Step 105.1) and stirring the reaction mixture for 20 h at rt. Title compound: ESI-MS: 672.0 [M+H]+; TLC: Rf=0.25 (DCM/MeOH, 9:1). Starting materials: ClC1=C(OC=2C=C(C=CC2)CC(=O)O)C=CC(=C1)C(F)(F)F (3-(2'-chloro-4'-trifluoromethylphenoxy)phenylacetic acid), BrC(C(=O)OC)C (methyl α-bromopropionate), C([O-])([O-])=O.[K+].[K+] (potassium carbonate). The solvent is CC(=O)C (acetone). Conditions: time 30 minute. Yields the product ClC1=C(OC=2C=C(C=CC2)CC(=O)OC(C)C(=O)OC)C=CC(=C1)C(F)(F)F (1-methoxycarbonylethyl 3-(2'-chloro-4'-trifluoromethylphenoxy)phenylacetate). The yield is 96.2%. Reaction SMILES: [Cl:1][C:2]1[CH:18]=[C:17]([C:19]([F:22])([F:21])[F:20])[CH:16]=[CH:15][C:3]=1[O:4][C:5]1[CH:6]=[C:7]([CH2:11][C:12]([OH:14])=[O:13])[CH:8]=[CH:9][CH:10]=1.Br[CH:24]([CH3:29])[C:25]([O:27][CH3:28])=[O:26].C(=O)([O-])[O-].[K+].[K+]>CC(C)=O>[Cl:1][C:2]1[CH:18]=[C:17]([C:19]([F:21])([F:20])[F:22])[CH:16]=[CH:15][C:3]=1[O:4][C:5]1[CH:6]=[C:7]([CH2:11][C:12]([O:14][CH:24]([C:25]([O:27][CH3:28])=[O:26])[CH3:29])=[O:13])[CH:8]=[CH:9][CH:10]=1 |f:2.3.4|. Procedure: 3.3 g of 3-(2'-chloro-4'-trifluoromethylphenoxy)phenylacetic acid and 1.7 g of methyl α-bromopropionate were dissolved in 30 ml of acetone. Then, to the obtained solution was added 1.4 g of anhydrous potassium carbonate and stirred at room temperature for 30 minutes. Then, the reaction mixture was heated under reflux for 30 minutes. After completion of the reaction, the formed solid substance was filtered off and the acetone was distilled off under reduced pressure to obtain 4 g of 1-methoxycarb... Yields the product C1(=CC=CC=C1)C(=O)C=1C=NC(=NC1)N1CCNCC1 (phenyl(2-(piperazin-1-yl)pyrimidin-5-yl)methanone). Reaction SMILES: [C:1]([C:9]1[CH:10]=[N:11][C:12]([N:15]2[CH2:20][CH2:19][N:18](C(OC(C)(C)C)=O)[CH2:17][CH2:16]2)=[N:13][CH:14]=1)(=[O:8])[C:2]1[CH:7]=[CH:6][CH:5]=[CH:4][CH:3]=1.Cl.O1CCOCC1>O1CCOCC1>[C:2]1([C:1]([C:9]2[CH:14]=[N:13][C:12]([N:15]3[CH2:20][CH2:19][NH:18][CH2:17][CH2:16]3)=[N:11][CH:10]=2)=[O:8])[CH:3]=[CH:4][CH:5]=[CH:6][CH:7]=1 |f:1.2|. The reactants are C(C1=CC=CC=C1)(=O)C=1C=NC(=NC1)N1CCN(CC1)C(=O)OC(C)(C)C (tert-butyl 4-(5-benzoylpyrimidin-2-yl)piperazine-1-carboxylate), Cl.O1CCOCC1 (HCl dioxane). Reported procedure: To a solution of tert-butyl 4-(5-benzoylpyrimidin-2-yl)piperazine-1-carboxylate (957 mg, 2.6 mmol) in dioxane (20 mL) was added 4 M HCl-dioxane (20 mL). The reaction mixture was stirred at room temperature overnight and concentrated to afford crude phenyl(2-(piperazin-1-yl)pyrimidin-5-yl)methanone which was used in the next step directly. Reaction conditions: time 8 hour. Run in O1CCOCC1 (dioxane). The reactants are ClC1=NC2=CC=CC=C2C2=C1C1=CC=CC=C1N2 (6-Chloro-11H-indolo[3,2-c]quinoline), Cl (HCl), resultant mixture, N1C(=O)C(=O)C2=CC=CC=C12 (isatin), NCCN1CCNCC1 (1-(2-aminoethyl)piperazine). The solvent is CO (MeOH), C(C)(=O)OCC (ethyl acetate), C(C)OCCO (2-ethoxyethanol). Product: Cl.C1=C2C3=C(C(=NC2=CC=C1)NCCN1CCNCC1)C1=CC=CC=C1N3 (N-(11H-indolo[3,2-c]quinolin-6-yl)-2-(piperazin-1-yl)ethanamine hydrochloride). RXN SMILES: [Cl:1][C:2]1[C:11]2[C:12]3[C:17]([NH:18][C:10]=2[C:9]2[C:4](=[CH:5][CH:6]=[CH:7][CH:8]=2)[N:3]=1)=[CH:16][CH:15]=[CH:14][CH:13]=3.N1C2C(=CC=CC=2)C(=O)C1=O.[NH2:30][CH2:31][CH2:32][N:33]1[CH2:38][CH2:37][NH:36][CH2:35][CH2:34]1.Cl>C(OCCO)C.C(OCC)(=O)C.CO>[ClH:1].[CH:8]1[CH:7]=[CH:6][CH:5]=[C:4]2[C:9]=1[C:10]1[NH:18][C:17]3[C:12](=[CH:13][CH:14]=[CH:15][CH:16]=3)[C:11]=1[C:2]([NH:30][CH2:31][CH2:32][N:33]1[CH2:38][CH2:37][NH:36][CH2:35][CH2:34]1)=[N:3]2 |f:7.8|. Procedure details: A mixture of compound 4a as obtained from the above Synthesis Ex. 1 (1.26 g, 5 mmol) and 1-(2-aminoethyl)piperazine (1.94 g, 15 mmol) in 2-ethoxyethanol (50 mL) was heated at 140-150° C. for 48 hrs (by TLC monitoring). After cooling, the reaction mixture was evaporated in vacuo to give a residue, which was dissolved in ethyl acetate (EA) (50 mL). The EA layer was washed with H2O and brine, and then dried on MgSO4. Concentration of the EA layer gave a residue, which was dissolved in MeOH (10 mL),... Starting materials: O=C([O-])[O-], C#CCCl, COC(=O)c1cc(O)c(OC)c(OC)c1, CC(C)=O, [I-], [K+], [K+], [Na+]. Yields the product C#CCOc1cc(C(=O)OC)cc(OC)c1OC. As a reaction SMILES: [C:22](=[O:23])([O-:24])[O-:25].[CH2:16]([C:17]#[CH:18])[Cl:19].[CH3:1][O:2][c:3]1[cH:4][c:5]([C:6](=[O:7])[O:8][CH3:9])[cH:10][c:11]([OH:15])[c:12]1[O:13][CH3:14].[CH3:28][C:29](=[O:30])[CH3:31].[I-:21].[K+:26].[K+:27].[Na+:20]>>[CH3:1][O:2][c:3]1[cH:4][c:5]([C:6](=[O:7])[O:8][CH3:9])[cH:10][c:11]([O:15][CH2:18][C:17]#[CH:16])[c:12]1[O:13][CH3:14]. Starting materials: C(C(=C)C)(=O)OC (methyl methacrylate), C(C)(C)N (isopropylamine), ferric acetylacetonate, steel, C(C(=C)C)(=O)OC (methyl methacrylate). Reagents/catalysts: Cl.C(C)(C)N (isopropylamine hydrochloride). The product is C(C)(C)NC(C(=C)C)=O (N-isopropylmethacrylic acid amide). The yield is 69.5%. Reaction SMILES: [C:1]([O:6]C)(=O)[C:2]([CH3:4])=[CH2:3].[CH:8]([NH2:11])([CH3:10])[CH3:9]>Cl.C(N)(C)C>[CH:8]([NH:11][C:1](=[O:6])[C:2]([CH3:4])=[CH2:3])([CH3:10])[CH3:9] |f:2.3|. Reported procedure: 500 g (5 mols) of methyl methacrylate, 325 g (5.5 mols) of isopropylamine, and 12.4 g (0.13 mol) of isopropylamine hydrochloride were reacted in the presence of 0.03 mol of ferric acetylacetonate for 21/2 hours in a steel autoclave at 220° C. The pressure increased to a maximum of 18 atmospheres. The methyl methacrylate reacted to the extent of 80% and gave 442 g of N-isopropylmethacrylic acid amide (corresponding to a 68% yield referred to the methyl methacrylate used).